describe an organic reaction: reactants, conditions, products, and yield From a dataset of the Open Reaction Database (ORD), a public repository of structured organic reaction records. Starting materials: C(#N)C1=CN=C(S1)NC1=CC(=NC=N1)N1CC(N(CC1)C(=O)OCC1=CC=CC=C1)C(=O)NC(C)C (Benzyl 4-{6-[(5-cyano-1,3-thiazol-2-yl)amino]pyrimidin-4-yl}-2-[(isopropylamino)carbonyl]piperazine-1-carboxylate), C1(=CC=CC=C1)OC (anisole). Run in F (hydrofluoric acid). Yields the product C(#N)C1=CN=C(S1)NC1=CC(=NC=N1)N1CC(NCC1)C(=O)NC(C)C (4-{6-[(5-Cyano-1,3-thiazol-2-yl)amino]pyrimidin-4-yl}-N-isopropylpiperazine-2-carboxamide). RXN SMILES: [C:1]([C:3]1[S:7][C:6]([NH:8][C:9]2[N:14]=[CH:13][N:12]=[C:11]([N:15]3[CH2:20][CH2:19][N:18](C(OCC4C=CC=CC=4)=O)[CH:17]([C:31]([NH:33][CH:34]([CH3:36])[CH3:35])=[O:32])[CH2:16]3)[CH:10]=2)=[N:5][CH:4]=1)#[N:2].C1(OC)C=CC=CC=1>F>[C:1]([C:3]1[S:7][C:6]([NH:8][C:9]2[N:14]=[CH:13][N:12]=[C:11]([N:15]3[CH2:20][CH2:19][NH:18][CH:17]([C:31]([NH:33][CH:34]([CH3:36])[CH3:35])=[O:32])[CH2:16]3)[CH:10]=2)=[N:5][CH:4]=1)#[N:2]. Reported procedure: 47-3 (0.23 g, 0.46 mmol) was wetted with 1 mL of anisole before treatment with 10 mL of hydrofluoric acid for 1 hour at 0° C. The hydrofluoric acid was then evaporated off and the residue was suspended in ethyl ether, filtered and then purified on a silica column to give 48-1. Hi-Res MS: calc: 373.1554 found: 373.1550. 1H-NMR (CD3OD): 8.40(s, 1H); 7.99(s, 1H); 6.17(s, 1H); 4.30(d, 1H); 3.98(m, 2H); 3.37(m, 1H); 3.18(m, 2H); 3.06(m, 1H); 2.82(m, 1H); 1.16(m, 6H). Starting materials: BrCC(=O)OC (methyl bromoacetate), C([O-])([O-])=O.[K+].[K+] (potassium carbonate), C1(CCCC1)N1CCC(CC1)N1C([C@H](CCC1)NS(=O)(=O)C1=CC2=CC=C(C=C2C=C1)Cl)=O ((S)-6-Chloro-naphthalene-2-sulfonic acid (1′-cyclopentyl-2-oxo-[1,4′]bipiperidinyl-3-yl)-amide). The solvent is CN(C)C=O (DMF). Conditions: temperature 0 celsius, time 2 hour. The product is COC(CN([C@@H]1C(N(CCC1)C1CCN(CC1)C(C)C)=O)S(=O)(=O)C1=CC2=CC=C(C=C2C=C1)Cl)=O ((S)-[(6-Chloro-naphthalene-2-sulfonyl)-(1′-isopropyl-2-oxo-[1,4′]bipiperidinyl-3-yl)-amino]-acetic acid methyl ester). Reaction SMILES: [CH:1]1([N:6]2[CH2:11][CH2:10][CH:9]([N:12]3[CH2:17][CH2:16][CH2:15][C@H:14]([NH:18][S:19]([C:22]4[CH:31]=[CH:30][C:29]5[C:24](=[CH:25][CH:26]=[C:27]([Cl:32])[CH:28]=5)[CH:23]=4)(=[O:21])=[O:20])[C:13]3=[O:33])[CH2:8][CH2:7]2)[CH2:5]CC[CH2:2]1.Br[CH2:35][C:36]([O:38][CH3:39])=[O:37].C(=O)([O-])[O-].[K+].[K+]>CN(C=O)C>[CH3:39][O:38][C:36](=[O:37])[CH2:35][N:18]([S:19]([C:22]1[CH:31]=[CH:30][C:29]2[C:24](=[CH:25][CH:26]=[C:27]([Cl:32])[CH:28]=2)[CH:23]=1)(=[O:21])=[O:20])[C@H:14]1[CH2:15][CH2:16][CH2:17][N:12]([CH:9]2[CH2:10][CH2:11][N:6]([CH:1]([CH3:2])[CH3:5])[CH2:7][CH2:8]2)[C:13]1=[O:33] |f:2.3.4|. Reported procedure: To a mixture of the product obtained from Example 1, step d (69 mg, 0.13 mmol) in DMF (2.0 mL) at 0° C. were added methyl bromoacetate (0.05 mL) and potassium carbonate (50 mg). After stirring at 0° C. for 2 hr, the solid was filtered out, and the solvent was removed. HPLC purification (50% to 100% acetonitrile/water) gave the desired product as a solid. LC-MS found: (M+1)+=594.30.